This data is from the Open Reaction Database (ORD), a public repository of structured organic reaction records. The task is: describe an organic reaction: reactants, conditions, products, and yield The reactants are ClCCC(=O)C1=CC=CC=C1 (3-chloro-1-phenylpropan-1-one), C(C)(=O)[O-].[Na+] (sodium acetate), [I-].[K+] (potassium iodide). The solvent is C(C)(=O)O (acetic acid), O (water). Run at temperature 130 celsius. Product: C(C)(=O)OCCC(C1=CC=CC=C1)=O (3-Oxo-3-phenylpropyl acetate). RXN SMILES: Cl[CH2:2][CH2:3][C:4]([C:6]1[CH:11]=[CH:10][CH:9]=[CH:8][CH:7]=1)=[O:5].[C:12]([O-:15])(=[O:14])[CH3:13].[Na+].[I-].[K+]>C(O)(=O)C.O>[C:12]([O:15][CH2:2][CH2:3][C:4](=[O:5])[C:6]1[CH:11]=[CH:10][CH:9]=[CH:8][CH:7]=1)(=[O:14])[CH3:13] |f:1.2,3.4|. Reported procedure: To a solution of 3-chloro-1-phenylpropan-1-one (1.0 g, 5.93 mmol) in acetic acid (8 mL) was added sodium acetate (2.43 g, 29.7 mmol) and potassium iodide (100 mg). The mixture was heated in a sealed tube at 130° C. overnight. After cooling, the reaction was diluted with water (20 mL) and extracted with methylene chloride (3×20 mL). The combined organic extracts were washed with water (2×50 mL), saturated solution of sodium bicarbonate (2×50 mL) and brine (20 mL), dried (Na2SO4), and the solvent ...